From a dataset of the Open Reaction Database (ORD), a public repository of structured organic reaction records. describe an organic reaction: reactants, conditions, products, and yield The reactants are C(C)OC(C(=CN(C)C)C(=O)C1=NOC(=C1)Cl)=O (2-(5-chloro-isoxazole-3-carbonyl)-3-dimethylamino-acrylic acid ethyl ester), Cl.C(C)(C)(C)NN (tert-butylhydrazine hydrochloride), C(C)(=O)[O-].[Na+] (sodium acetate). Run in C(C)O (ethanol). Run at temperature 90 celsius. Product: C(C)OC(=O)C=1C=NN(C1C1=NOC(=C1)Cl)C(C)(C)C (1-tert-butyl-5-(5-chloro-isoxazol-3-yl)-1H-pyrazole-4-carboxylic acid ethyl ester). The yield is 20960.6%. RXN SMILES: [CH2:1]([O:3][C:4](=[O:18])[C:5]([C:10]([C:12]1[CH:16]=[C:15]([Cl:17])[O:14][N:13]=1)=O)=[CH:6][N:7](C)C)[CH3:2].Cl.[C:20]([NH:24]N)([CH3:23])([CH3:22])[CH3:21].C([O-])(=O)C.[Na+]>C(O)C>[CH2:1]([O:3][C:4]([C:5]1[CH:6]=[N:7][N:24]([C:20]([CH3:23])([CH3:22])[CH3:21])[C:10]=1[C:12]1[CH:16]=[C:15]([Cl:17])[O:14][N:13]=1)=[O:18])[CH3:2] |f:1.2,3.4|. Procedure: A solution of 2-(5-chloro-isoxazole-3-carbonyl)-3-dimethylamino-acrylic acid ethyl ester (294.8 mg, 1.08 mmol) in absolute ethanol (1.4 mL, 0.77M) was treated with tert-butylhydrazine hydrochloride (137.3 mg, 1.10 mmol) and sodium acetate (108.6 mg, 1.32 mmol). The resulting mixture was heated to 90° C. overnight. At this time, the reaction was cooled to 25° C. and was concentrated in vacuo. The reaction was partitioned between water (200 mL) and dichloromethane (2×50 mL). The combined organics ... The reactants are CCCCP(=CC#N)(CCCC)CCCC, CCOC(C)=O, Cc1ccccc1, O=S(=O)(Cc1cc(F)ccc1F)c1ccc(Cl)cc1, OCc1ccncc1. Product: O=S(=O)(c1ccc(Cl)cc1)C(Cc1ccncc1)c1cc(F)ccc1F. RXN SMILES: [C:28]([CH:29]=[P:30]([CH2:31][CH2:32][CH2:33][CH3:34])([CH2:35][CH2:36][CH2:37][CH3:38])[CH2:39][CH2:40][CH2:41][CH3:42])#[N:43].[CH3:44][CH2:45][O:46][C:47](=[O:48])[CH3:49].[CH3:50][c:51]1[cH:52][cH:53][cH:54][cH:55][cH:56]1.[Cl:1][c:2]1[cH:3][cH:4][c:5]([S:8](=[O:9])(=[O:10])[CH2:11][c:12]2[c:13]([F:19])[cH:14][cH:15][c:16]([F:18])[cH:17]2)[cH:6][cH:7]1.[n:20]1[cH:21][cH:22][c:23]([CH2:26][OH:27])[cH:24][cH:25]1>>[Cl:1][c:2]1[cH:3][cH:4][c:5]([S:8](=[O:9])(=[O:10])[CH:11]([c:12]2[c:13]([F:19])[cH:14][cH:15][c:16]([F:18])[cH:17]2)[CH2:26][c:23]2[cH:22][cH:21][n:20][cH:25][cH:24]2)[cH:6][cH:7]1. Starting materials: Br.BrCCC1=C(N=C2N(C1=O)C(=CS2)C)C (6-(2-bromoethyl)-3,7-dimethyl-5H-thiazolo[3,2-a]pyrimidin-5-one monohydrobromide), FC1=CC2=C(C(=NO2)C2CCNCC2)C=C1 (6-fluoro-3-(4-piperidinyl)-1,2-benzisoxazole), C([O-])([O-])=O.[Na+].[Na+] (sodium carbonate), CN(C=O)C (N,N-dimethylformamide). Solvent: O (water). Run at time 8 hour. The product is FC1=CC2=C(C(=NO2)C2CCN(CC2)CCC2=C(N=C3N(C2=O)C(=CS3)C)C)C=C1 (6-[2-[4-(6-fluoro-1,2-benzisoxazol-3-yl)-1-piperidinyl]ethyl]-3,7-dimethyl-5H-thiazolo[3,2-a]pyrimidin-5-one). Yield: 62.0%. Reaction SMILES: Br.Br[CH2:3][CH2:4][C:5]1[C:10](=[O:11])[N:9]2[C:12]([CH3:15])=[CH:13][S:14][C:8]2=[N:7][C:6]=1[CH3:16].[F:17][C:18]1[CH:32]=[CH:31][C:21]2[C:22]([CH:25]3[CH2:30][CH2:29][NH:28][CH2:27][CH2:26]3)=[N:23][O:24][C:20]=2[CH:19]=1.C(=O)([O-])[O-].[Na+].[Na+].CN(C)C=O>O>[F:17][C:18]1[CH:32]=[CH:31][C:21]2[C:22]([CH:25]3[CH2:26][CH2:27][N:28]([CH2:3][CH2:4][C:5]4[C:10](=[O:11])[N:9]5[C:12]([CH3:15])=[CH:13][S:14][C:8]5=[N:7][C:6]=4[CH3:16])[CH2:29][CH2:30]3)=[N:23][O:24][C:20]=2[CH:19]=1 |f:0.1,3.4.5|. Procedure: A mixture of 7.4 parts of 6-(2-bromoethyl)-3,7-dimethyl-5H-thiazolo[3,2-a]pyrimidin-5-one monohydrobromide, 4.4 parts of 6-fluoro-3-(4-piperidinyl)-1,2-benzisoxazole, 10 parts of sodium carbonate and 90 parts of N,N-dimethylformamide was stirred overnight at 80°-85° C. After cooling, the reaction mixture was poured into water. The product was filtered off and purified by column chromatography over silica gel using a mixture of trichloromethane and methanol (95:5 by volume) as eluent. The pure fr...